The task is: describe an organic reaction: reactants, conditions, products, and yield. This data is from the Open Reaction Database (ORD), a public repository of structured organic reaction records. As a reaction SMILES: Cl[C:2]1[C:3]2[NH:10][CH:9]=[CH:8][C:4]=2[N:5]=[CH:6][N:7]=1.[NH2:11][C:12]1[CH:13]=[CH:14][C:15]([O:20][CH2:21][C:22]2[CH:27]=[CH:26][CH:25]=[CH:24][CH:23]=2)=[C:16]([CH2:18][OH:19])[CH:17]=1>CN(C)C=O>[CH2:21]([O:20][C:15]1[CH:14]=[CH:13][C:12]([NH:11][C:2]2[C:3]3[NH:10][CH:9]=[CH:8][C:4]=3[N:5]=[CH:6][N:7]=2)=[CH:17][C:16]=1[CH2:18][OH:19])[C:22]1[CH:23]=[CH:24][CH:25]=[CH:26][CH:27]=1. Run at temperature 80 celsius, time 4 hour. Procedure: A mixture of 4-chloro-5H-pyrrolo[3,2-d]pyrimidine (307 mg), [5-amino-2-(benzyloxy)phenyl]methanol (459 mg) and N,N-dimethylformamide (10 mL) was stirred at 80° C. for 4 hrs. The reaction mixture was concentrated under reduced pressure, aqueous sodium hydrogen carbonate solution was added and the mixture was extracted with ethyl acetate containing tetrahydrofuran. The extract washed with saturated brine and dried over anhydrous magnesium sulfate. The solvent was evaporated under reduced pressure,... Product: C(C1=CC=CC=C1)OC1=C(C=C(C=C1)NC=1C2=C(N=CN1)C=CN2)CO ([2-(benzyloxy)-5-(5H-pyrrolo[3,2-d]pyrimidin-4-ylamino)phenyl]methanol). Yield: 40.3%. Run in CN(C=O)C (N,N-dimethylformamide). Starting materials: ClC=1C2=C(N=CN1)C=CN2 (4-chloro-5H-pyrrolo[3,2-d]pyrimidine), NC=1C=CC(=C(C1)CO)OCC1=CC=CC=C1 ([5-amino-2-(benzyloxy)phenyl]methanol). Starting materials: C(C)(=O)[O-].[Na+] (sodium acetate), C(C)(=O)NC=1C(=C(N(CC)CC)C=CC1)OC (3-Acetamido-2-methoxy-N,N-diethylaniline), diazonium. Solvent: O (water), C(C)(=O)O (acetic acid). Yields the product COC1=CC=CC=C1N(CC)CC (6-methoxy-N,N-diethylaniline). RXN SMILES: C(N[C:5]1[C:6]([O:16][CH3:17])=[C:7]([CH:13]=[CH:14][CH:15]=1)[N:8]([CH2:11][CH3:12])[CH2:9][CH3:10])(=O)C.C([O-])(=O)C.[Na+]>C(O)(=O)C.O>[CH3:17][O:16][C:6]1[C:7]([N:8]([CH2:9][CH3:10])[CH2:11][CH3:12])=[CH:13][CH:14]=[CH:15][CH:5]=1 |f:1.2|. Procedure: 3-Acetamido-2-methoxy-N,N-diethylaniline (1.15 g) was dissolved in aqueous acetic acid (1:1 10 ml) and sodium acetate (5 g) was added. The solution was cooled in ice and the above diazonium solution was added slowly. After 15 minutes the solution was diluted with water and the precipitated dye was filtered off. Starting materials: CCN=C=NCCCN(C)C, CN(C)C=O, Cl, COc1cc(N)c(Cl)cc1C(=O)NCC1CCN(CCCCN)CC1, O=C(O)c1ccccc1. Product: COc1cc(N)c(Cl)cc1C(=O)NCC1CCN(CCCCNC(=O)c2ccccc2)CC1. Reaction SMILES: [CH2:36]([N:37]=[C:38]=[N:39][CH2:40][CH2:41][CH2:42][N:43]([CH3:44])[CH3:45])[CH3:46].[CH3:47][N:48]([CH3:49])[CH:50]=[O:51].[ClH:35].[NH2:1][c:2]1[cH:3][c:4]([O:24][CH3:25])[c:5]([C:6](=[O:7])[NH:8][CH2:9][CH:10]2[CH2:11][CH2:12][N:13]([CH2:16][CH2:17][CH2:18][CH2:19][NH2:20])[CH2:14][CH2:15]2)[cH:21][c:22]1[Cl:23].[OH:26][C:27](=[O:28])[c:29]1[cH:30][cH:31][cH:32][cH:33][cH:34]1>>[NH2:1][c:2]1[cH:3][c:4]([O:24][CH3:25])[c:5]([C:6](=[O:7])[NH:8][CH2:9][CH:10]2[CH2:11][CH2:12][N:13]([CH2:16][CH2:17][CH2:18][CH2:19][NH:20][C:27](=[O:26])[c:29]3[cH:30][cH:31][cH:32][cH:33][cH:34]3)[CH2:14][CH2:15]2)[cH:21][c:22]1[Cl:23]. Reactants: O1CCC(=CC1)C=1SC(=C(N1)C)C1=C(N=C2N1N=C(C=C2C(CC)CC)C)C (3-[2-(3,6-dihydro-2H-pyran-4-yl)-4-methyl-thiazol-5-yl]-8-(1-ethyl-propyl)-2,6-dimethyl-imidazo[1,2-b]pyridazine). The reagents and catalysts are [Pd] (palladium on carbon). The solvent is C(C)O (ethanol). Reaction conditions: temperature 40 celsius. Product: C(C)C(CC)C=1C=2N(N=C(C1)C)C(=C(N2)C)C2=C(N=C(S2)C2CCOCC2)C (8-(1-ethyl-propyl)-2,6-dimethyl-3-[4-methyl-2-(tetrahydro-pyran-4-yl)-thiazol-5-yl]-imidazo[1,2-b]pyridazine). Yield: 22.9%. Reaction SMILES: [O:1]1[CH2:6][CH:5]=[C:4]([C:7]2[S:8][C:9]([C:13]3[N:17]4[N:18]=[C:19]([CH3:27])[CH:20]=[C:21]([CH:22]([CH2:25][CH3:26])[CH2:23][CH3:24])[C:16]4=[N:15][C:14]=3[CH3:28])=[C:10]([CH3:12])[N:11]=2)[CH2:3][CH2:2]1>[Pd].C(O)C>[CH2:23]([CH:22]([C:21]1[C:16]2[N:17]([C:13]([C:9]3[S:8][C:7]([CH:4]4[CH2:5][CH2:6][O:1][CH2:2][CH2:3]4)=[N:11][C:10]=3[CH3:12])=[C:14]([CH3:28])[N:15]=2)[N:18]=[C:19]([CH3:27])[CH:20]=1)[CH2:25][CH3:26])[CH3:24]. Procedure details: Add 3-[2-(3,6-dihydro-2H-pyran-4-yl)-4-methyl-thiazol-5-yl]-8-(1-ethyl-propyl)-2,6-dimethyl-imidazo[1,2-b]pyridazine (55 mg, 0.14 mmol), 5% palladium on carbon (55 mg) and absolute ethanol (50 ml) to a pressure vessel. Purge the reaction vessel with nitrogen, purge the reaction vessel with hydrogen, pressurize the reaction mixture with hydrogen (415 KPa), seal the vessel, agitate the reaction and heat to 40° C. Continue the reaction for 18 hours then turn off the heat and allow the reaction mixt...